Dataset: the Open Reaction Database (ORD), a public repository of structured organic reaction records. Task: describe an organic reaction: reactants, conditions, products, and yield Reactants: C(C1=CC=CC=C1)OC1=C2CCN(CC2=CC=C1OC)C(=O)OC(C)(C)C (tert-butyl 5-(benzyloxy)-6-methoxy-1,2,3,4-tetrahydroisoquinoline-2-carboxylate). The solvent is C(C)(=O)OCC (ethyl acetate), petroleum ether, CO (MeOH), [Pd] (Pd/C). Run at time 8 hour. Yields the product OC1=C2CCN(CC2=CC=C1OC)C(=O)OC(C)(C)C (tert-butyl 5-hydroxy-6-methoxy-3,4-dihydroisoquinoline-2(1H)-carboxylate). RXN SMILES: C([O:8][C:9]1[C:18]([O:19][CH3:20])=[CH:17][CH:16]=[C:15]2[C:10]=1[CH2:11][CH2:12][N:13]([C:21]([O:23][C:24]([CH3:27])([CH3:26])[CH3:25])=[O:22])[CH2:14]2)C1C=CC=CC=1>CO.[Pd].C(OCC)(=O)C>[OH:8][C:9]1[C:18]([O:19][CH3:20])=[CH:17][CH:16]=[C:15]2[C:10]=1[CH2:11][CH2:12][N:13]([C:21]([O:23][C:24]([CH3:27])([CH3:26])[CH3:25])=[O:22])[CH2:14]2. Reported procedure: Into a 50-mL 3-necked round-bottom flask, was placed a solution of tert-butyl 5-(benzyloxy)-6-methoxy-1,2,3,4-tetrahydroisoquinoline-2-carboxylate (5.5 g, 14.89 mmol, 1.00 equiv) in MeOH (20 mL) and Pd/C (0.55 g). To the above H2 (enough, gas) was introduced in. The resulting solution was stirred overnight at room temperature. The solids were filtered out. The resulting mixture was concentrated under vacuum. This resulted in 3.6 g (87%) of tert-butyl 5-hydroxy-6-methoxy-1,2,3,4-tetrahydroisoquin... Reactants: I.BrC=1C=C(C=C2C(NC(=NC12)SC)C)Cl (8-Bromo-6-chloro-4-methyl-2-methylsulfanyl-3,4-dihydro-quinazoline hydroiodide), O(C1=CC=CC=C1)CCN (2-phenoxyethyl amine), [OH-].[Na+] (sodium hydroxide), C(Cl)Cl (methylene chloride). Reagents/catalysts: OO (hydrogen peroxide). Solvent: C(C)#N (acetonitrile). Conditions: temperature 200 celsius. Product: BrC=1C=C(C=C2C(NC(=NC12)NCCOC1=CC=CC=C1)C)Cl ((8-Bromo-6-chloro-4-methyl-3,4-dihydro-quinazolin-2-yl)-(2-phenoxy-ethyl)-amine). The yield is 46.1%. As a reaction SMILES: I.[Br:2][C:3]1[CH:4]=[C:5]([Cl:16])[CH:6]=[C:7]2[C:12]=1[N:11]=[C:10](SC)[NH:9][CH:8]2[CH3:15].[O:17]([CH2:24][CH2:25][NH2:26])[C:18]1[CH:23]=[CH:22][CH:21]=[CH:20][CH:19]=1.[OH-].[Na+].C(Cl)Cl>C(#N)C.OO>[Br:2][C:3]1[CH:4]=[C:5]([Cl:16])[CH:6]=[C:7]2[C:12]=1[N:11]=[C:10]([NH:26][CH2:25][CH2:24][O:17][C:18]1[CH:23]=[CH:22][CH:21]=[CH:20][CH:19]=1)[NH:9][CH:8]2[CH3:15] |f:0.1,3.4|. Reported procedure: 8-Bromo-6-chloro-4-methyl-2-methylsulfanyl-3,4-dihydro-quinazoline hydroiodide (141 mg, 0.33 mmol) and 2-phenoxyethyl amine (53.5 mg, 0.39 mmol) were dissolved in acetonitrile (1 ml) and heated to 200° C. in a sealed tube in a microwave oven for 30 minutes. After cooling the reaction was treated with 1N aqueous sodium hydroxide solution, methylene chloride and 5 to 7 drops of 30% aqueous hydrogen peroxide solution. After the reaction has ceased the layers were separated and the aqueous phase was...